describe an organic reaction: reactants, conditions, products, and yield From a dataset of the Open Reaction Database (ORD), a public repository of structured organic reaction records. Reactants: ON=C(N)C=1C=CC(=C(C1)NC(=O)C1=CN=C2N1C=CC=C2)C (N-(5-(N′-hydroxycarbamimidoyl)-2-methylphenyl)imidazo[1,2-a]pyridine-3-carboxamide), O.[OH-].[Li+] (lithium hydroxide monohydrate), C(=O)(C=1NC=CN1)C=1NC=CN1 (Carbonyl diimidazole), C(C)(=O)OCC(=O)O (2-acetoxyacetic acid). Solvent: CN1CCCC1=O (NMP), C1CCOC1.CO.O (THF MeOH H2O). Run at temperature 125 celsius, time 20 minute. Yields the product OCC1=NC(=NO1)C=1C=CC(=C(C1)NC(=O)C1=CN=C2N1C=CC=C2)C (N-(5-(5-(hydroxymethyl)-1,2,4-oxadiazol-3-yl)-2-methylphenyl)imidazo[1,2-a]pyridine-3-carboxamide). As a reaction SMILES: C(C1NC=CN=1)(C1NC=CN=1)=O.C([O:16][CH2:17][C:18]([OH:20])=O)(=O)C.O[N:22]=[C:23]([C:25]1[CH:26]=[CH:27][C:28]([CH3:43])=[C:29]([NH:31][C:32]([C:34]2[N:38]3[CH:39]=[CH:40][CH:41]=[CH:42][C:37]3=[N:36][CH:35]=2)=[O:33])[CH:30]=1)[NH2:24].O.[OH-].[Li+]>CN1C(=O)CCC1.C1COCC1.CO.O>[OH:20][CH2:18][C:17]1[O:16][N:22]=[C:23]([C:25]2[CH:26]=[CH:27][C:28]([CH3:43])=[C:29]([NH:31][C:32]([C:34]3[N:38]4[CH:39]=[CH:40][CH:41]=[CH:42][C:37]4=[N:36][CH:35]=3)=[O:33])[CH:30]=2)[N:24]=1 |f:3.4.5,7.8.9|. Reported procedure: Carbonyl diimidazole (CDI) (324 mg, 2.0 mmol) was added to a stirred solution of 2-acetoxyacetic acid (236 mg, 2.0 mmol) in NMP. After 20 minutes, N-(5-(N′-hydroxycarbamimidoyl)-2-methylphenyl)imidazo[1,2-a]pyridine-3-carboxamide (9) (310 mg, 1.0 mmol) was added in one portion and the resulting solution was stirred for 1 hour before it was heated at 125° C. for 15 minutes in a microwave reactor. The reaction solution was subjected to standard aqueous work up to afford a residue which was hydroly...